This data is from the Open Reaction Database (ORD), a public repository of structured organic reaction records. The task is: describe an organic reaction: reactants, conditions, products, and yield Starting materials: BrCC(=O)OC(C)(C)C (tert-butyl 2-bromoacetate), NCCC[C@]1(SC(=NN1C([C@H](C)OC)=O)C1=C(C=CC(=C1)F)F)C1=CC=CC=C1 ((S)-1-((S)-2-(3-aminopropyl)-5-(2,5-difluorophenyl)-2-phenyl-1,3,4-thiadiazol-3(2H)-yl)-2-methoxypropan-1-one). Yields the product NCCC[C@]1(SC(=NN1C([C@H](C)OCC(=O)OC(C)(C)C)=O)C1=C(C=CC(=C1)F)F)C1=CC=CC=C1 (tert-Butyl 2-((S)-1-((S)-2-(3-aminopropyl)-5-(2,5-difluorophenyl)-2-phenyl-1,3,4-thiadiazol3(2H)-yl)-1-oxopropan-2-yloxy)acetate). As a reaction SMILES: Br[CH2:2][C:3]([O:5][C:6]([CH3:9])([CH3:8])[CH3:7])=[O:4].[NH2:10][CH2:11][CH2:12][CH2:13][C@:14]1([C:33]2[CH:38]=[CH:37][CH:36]=[CH:35][CH:34]=2)[N:18]([C:19](=[O:24])[C@@H:20]([O:22]C)[CH3:21])[N:17]=[C:16]([C:25]2[CH:30]=[C:29]([F:31])[CH:28]=[CH:27][C:26]=2[F:32])[S:15]1>>[NH2:10][CH2:11][CH2:12][CH2:13][C@:14]1([C:33]2[CH:38]=[CH:37][CH:36]=[CH:35][CH:34]=2)[N:18]([C:19](=[O:24])[C@@H:20]([O:22][CH2:2][C:3]([O:5][C:6]([CH3:9])([CH3:8])[CH3:7])=[O:4])[CH3:21])[N:17]=[C:16]([C:25]2[CH:30]=[C:29]([F:31])[CH:28]=[CH:27][C:26]=2[F:32])[S:15]1. Reported procedure: Prepared as previously described in Example 71 using tert-butyl 2-bromoacetate in place of methyl iodide. MS ESI (+) m/z 520 (M+1) detected; 1H NMR (400 MHz, CDCl3) δ 7.50 (m, 1H), 7.46 (d, 2H, J=8 Hz), 7.34 (m, 2H), 7.27 (m, 1H), 7.13 (m, 2H), 4.93 (q, 1H, J=6 Hz), 4.18 (d, 1H, J=16 Hz), 3.96 (d, 1H, J=16 Hz), 3.30 (m, 1H), 2.96 (m, 2H), 2.45 (m, 1H), 2.01 (m, 1H), 1.63 (m, 1H), 1.50 (d, 3H, J=6 Hz), 1.46 (s, 9H). Stereochemistry was assigned by inference from (S)-1-((S)-2-(3-aminopropyl)-5-(2,... Starting materials: OC=1C=C(OC(CCC#N)C)C=CC1 (4-(3-hydroxyphenoxy)valeronitrile), [N-]=[N+]=[N-].[Na+] (sodium azide), [Cl-].[NH4+] (ammonium chloride), [OH-].[Na+] (sodium hyroxide). Run in CN(C=O)C (dimethylformamide). Product: OC=1C=C(OC(CCC2=NN=NN2)C)C=CC1 (5-[3-(3-Hydroxyphenoxy)Butyl]Tetrazole). RXN SMILES: [OH:1][C:2]1[CH:3]=[C:4]([CH:12]=[CH:13][CH:14]=1)[O:5][CH:6]([CH3:11])[CH2:7][CH2:8][C:9]#[N:10].[N-:15]=[N+:16]=[N-:17].[Na+].[Cl-].[NH4+].[OH-].[Na+]>CN(C)C=O>[OH:1][C:2]1[CH:3]=[C:4]([CH:12]=[CH:13][CH:14]=1)[O:5][CH:6]([CH3:11])[CH2:7][CH2:8][C:9]1[NH:17][N:16]=[N:15][N:10]=1 |f:1.2,3.4,5.6|. Reported procedure: A mixture of 5.9 g of 4-(3-hydroxyphenoxy)valeronitrile, 6.13 g of sodium azide and 5.0 g of ammonium chloride is heated with 30 ml of dry dimethylformamide at 140° C. for 20 hours. The reaction mixture is poured into ice, basified with 1N sodium hyroxide and extracted 2 times with warm ethyl acetate. The aqueous fraction is acidified with acetic acid. The product is filtered and washed with water to give crude product. Crystallization from ethyl acetate gives pure product which is used directly...